This data is from the Open Reaction Database (ORD), a public repository of structured organic reaction records. The task is: describe an organic reaction: reactants, conditions, products, and yield Starting materials: CCO, CC(=O)O, CCOC(=O)c1ccc(NC(=O)c2cc(F)ccc2C)cc1, [Na+], [OH-], O. As a reaction SMILES: [CH2:26]([OH:27])[CH3:28].[CH3:29][C:30](=[O:31])[OH:32].[F:1][c:2]1[cH:3][cH:4][c:5]([CH3:22])[c:6]([C:7](=[O:8])[NH:9][c:10]2[cH:11][cH:12][c:13]([C:14](=[O:15])[O:16][CH2:17][CH3:18])[cH:19][cH:20]2)[cH:21]1.[Na+:24].[OH-:23].[OH2:25]>>[F:1][c:2]1[cH:3][cH:4][c:5]([CH3:22])[c:6]([C:7](=[O:8])[NH:9][c:10]2[cH:11][cH:12][c:13]([C:14](=[O:15])[OH:16])[cH:19][cH:20]2)[cH:21]1. Yields the product Cc1ccc(F)cc1C(=O)Nc1ccc(C(=O)O)cc1. Reactants: OC1(CCCC1)C(=O)O (1-hydroxycyclopentanecarboxylic acid), S(O)(O)(=O)=O (sulfuric acid), CO (methanol). Conditions: time 18 hour. Yields the product OC1(CCCC1)C(=O)OC (methyl 1-hydroxy-cyclopentanecarboxylate). Reaction SMILES: [OH:1][C:2]1([C:7]([OH:9])=[O:8])[CH2:6][CH2:5][CH2:4][CH2:3]1.S(=O)(=O)(O)O.[CH3:15]O>>[OH:1][C:2]1([C:7]([O:9][CH3:15])=[O:8])[CH2:6][CH2:5][CH2:4][CH2:3]1. Reported procedure: To a solution of 1-hydroxycyclopentanecarboxylic acid (2.00 g) in methanol (15 mL) was added conc. sulfuric acid (0.1 mL), and the mixture was stirred at room temperature for 18 hours. The reaction mixture was concentrated in vacuo, and the resultant residue was diluted with diethylether. The mixture was washed successively with an aqueous saturated sodium hydrogencarbonate solution and brine. The organic layer was dried over sodium sulfate and concentrated in vacuo to give methyl 1-hydroxy-cycl...